This data is from the Open Reaction Database (ORD), a public repository of structured organic reaction records. The task is: describe an organic reaction: reactants, conditions, products, and yield Reactants: C(C)C1=C(C(=O)OC)C=CC(=C1C)OC (methyl 2-ethyl-4-methoxy-3-methylbenzoate), B(Br)(Br)Br (BBr3). Run in C(Cl)Cl (DCM). Conditions: time 4 hour. Yields the product C(C)C1=C(C(=O)OC)C=CC(=C1C)O (methyl 2-ethyl-4-hydroxy-3-methylbenzoate). The yield is 100.8%. Reaction SMILES: [CH2:1]([C:3]1[C:12]([CH3:13])=[C:11]([O:14]C)[CH:10]=[CH:9][C:4]=1[C:5]([O:7][CH3:8])=[O:6])[CH3:2].B(Br)(Br)Br>C(Cl)Cl>[CH2:1]([C:3]1[C:12]([CH3:13])=[C:11]([OH:14])[CH:10]=[CH:9][C:4]=1[C:5]([O:7][CH3:8])=[O:6])[CH3:2]. Reported procedure: 2.0 g of methyl 2-ethyl-4-methoxy-3-methylbenzoate are dissolved in 50 ml of DCM in a 100 ml round-bottomed flask, and BBr3 is carefully added dropwise at 0° C. The mixture is left to stir at RT for 4 hours. The solvent is distilled off in vacuo, methanol is carefully added to the residue at 0° C., and the mixture is evaporated again in a rotary evaporator. This operation is repeated a further twice, giving 1.88 g of methyl 2-ethyl-4-hydroxy-3-methylbenzoate as oil, which is employed for the nex...